Task: describe an organic reaction: reactants, conditions, products, and yield. Dataset: the Open Reaction Database (ORD), a public repository of structured organic reaction records Reactants: CC(=O)Cl, O=C(O)c1cccc2c(O)cccc12, c1ccccc1. Product: CC(=O)Oc1cccc2c(C(=O)O)cccc12. Reaction SMILES: [CH3:15][C:16]([Cl:17])=[O:18].[OH:1][c:2]1[c:3]2[cH:4][cH:5][cH:6][c:7]([C:12](=[O:13])[OH:14])[c:8]2[cH:9][cH:10][cH:11]1.[cH:19]1[cH:20][cH:21][cH:22][cH:23][cH:24]1>>[O:1]([c:2]1[c:3]2[cH:4][cH:5][cH:6][c:7]([C:12](=[O:13])[OH:14])[c:8]2[cH:9][cH:10][cH:11]1)[C:16]([CH3:15])=[O:18]. The reactants are C(C(=O)Cl)(=O)Cl (oxalyl chloride), ClC1=CC=C(C=C1)C(C(=O)OCC)(F)F (Ethyl 4-chlorophenyl-2,2-difluoroacetate), [OH-].[K+] (potassium hydroxide), O (water). Solvent: CN(C=O)C (N,N-dimethylformamide), C(C)O (ethanol). Run at time 2 hour. Product: ClC1=CC=C(C=C1)C(C(=O)Cl)(F)F (4-chlorophenyl-2,2-difluoroethanoyl chloride). As a reaction SMILES: [Cl:1][C:2]1[CH:7]=[CH:6][C:5]([C:8]([F:15])([F:14])[C:9](OCC)=[O:10])=[CH:4][CH:3]=1.[OH-].[K+].O.C(Cl)(=O)C([Cl:22])=O>C(O)C.CN(C)C=O>[Cl:1][C:2]1[CH:7]=[CH:6][C:5]([C:8]([F:15])([F:14])[C:9]([Cl:22])=[O:10])=[CH:4][CH:3]=1 |f:1.2|. Procedure: Ethyl 4-chlorophenyl-2,2-difluoroacetate (250 mg) and potassium hydroxide (300 mg) were mixed in 27 ml of ethanol and 2.4 ml of water and the reaction mixture was refluxed for four hours. The mixture was then acidified and extracted with ethyl acetate. The organic layer was washed with water, dried over anhydrous Na2SO4 and the solvent was removed in vacuo to give a product which was dissolved in 410 mg of oxalyl chloride with catalytic amount of N,N-dimethylformamide. The mixture was stirred fo... Starting materials: OC=1C(=NC=2C=C(C3=C(C2N1)C(=CC=C3)[N+](=O)[O-])[N+](=O)[O-])O (2,3-Dihydroxy-6,10-dinitrobenzo(f)quinoxaline), Cl (hydrochloric acid), O.O.C(C(=O)O)(=O)O (oxalic acid dihydrate). Product: OC=1C(=NC=2C=CC3=C(C2N1)CCCC3)O (7,8,9,10-Tetrahydro-2,3-dihydroxybenzo(f)quinoxaline). Reaction SMILES: [OH:1][C:2]1[C:3]([OH:22])=[N:4][C:5]2[CH:6]=[C:7]([N+]([O-])=O)[C:8]3[CH:15]=[CH:14][CH:13]=[C:12]([N+]([O-])=O)[C:9]=3[C:10]=2[N:11]=1.Cl.O.O.C(O)(=O)C(O)=O>>[OH:1][C:2]1[C:3]([OH:22])=[N:4][C:5]2[CH:6]=[CH:7][C:8]3[CH2:15][CH2:14][CH2:13][CH2:12][C:9]=3[C:10]=2[N:11]=1 |f:2.3.4|. Procedure details: A suspension of 5,6-diamino-1 2 3,4-tetrahydronaphthalene (0.32 g, 2 mmol) in 5 ml of M hydrochloric acid was refluxed with oxalic acid dihydrate (0.38, 3 mmol) for 5 h. After cooling, the precipitate was isolated by filtration, washed with water, ethanol and ether giving 0.31 g (72%) of the title compound; m.p. >300° C.; IR (KBr): 1695 cm-1 (C=0),1H-NMR (DMSO-d6): 1.5-1.9 (m, 4H,2×CH2), 2.5-2.8 (m,4H,2×CH2), 6.63 (d,J=8Hz, 1H, ArH), 6.83 (d,J=8Hz, 1H, ArH), 10.94 (broad s, 1H, 0H), 11.77 (broad... Reactants: [NH2-].[Na+] (sodium amide), liquid, N (ammonia), C(C)(C)N(CCC(C#N)C1=NC=CC=C1)C(C)C (4-diisopropylamino 2-(2-pyridyl) butane nitrile), CC(=CC#N)C (3,3-dimethyl acrylonitrile). The solvent is CCOCC (ether), O (water), CCOCC (ether), CCOCC (ether). Conditions: temperature -40 celsius, time 15 minute. Product: C(C)(C)N(CCC(C#N)(C(CC#N)(C)C)C1=NC=CC=C1)C(C)C (2-(2-diisopropylamino ethyl) 3,3-dimethyl 2-(2-pyridyl) pentane-dinitrile). As a reaction SMILES: [NH2-].[Na+].N.[CH:4]([N:7]([CH:19]([CH3:21])[CH3:20])[CH2:8][CH2:9][CH:10]([C:13]1[CH:18]=[CH:17][CH:16]=[CH:15][N:14]=1)[C:11]#[N:12])([CH3:6])[CH3:5].[CH3:22][C:23]([CH3:27])=[CH:24][C:25]#[N:26]>CCOCC.O>[CH:19]([N:7]([CH:4]([CH3:6])[CH3:5])[CH2:8][CH2:9][C:10]([C:13]1[CH:18]=[CH:17][CH:16]=[CH:15][N:14]=1)([C:23]([CH3:27])([CH3:22])[CH2:24][C:25]#[N:26])[C:11]#[N:12])([CH3:21])[CH3:20] |f:0.1|. Procedure: The mixture of 4.7 g of sodium amide and 400 ml of liquid ammonia is cooled to -40° C., then the solution of 24.5 g of 4-diisopropylamino 2-(2-pyridyl) butane nitrile (Example 1a) in 30 ml of anhydrous ether is added, the temperature being maintained between -40° C. and -33° C. The mixture is stirred for 15 mins. at this temperature then the solution of 9 g of 3,3-dimethyl acrylonitrile in 40 ml of ether is added, still at the same temperature. The temperature is allowed to rise slowly up to amb...